This data is from the Open Reaction Database (ORD), a public repository of structured organic reaction records. The task is: describe an organic reaction: reactants, conditions, products, and yield Starting materials: BrCC1=CC=CC2=C1N=C(O2)C2=C(C=C(C(=C2)OC)OC)OCOC (4-bromomethyl-2-(4,5-dimethoxy-2-methoxymethoxyphenyl)benzoxazole), NCC1=NC=CC=C1 (2-(aminomethyl)pyridine), C(=O)([O-])[O-].[Na+].[Na+] (Na2CO3). Solvent: CC#N (CH3CN). Conditions: time 8 hour. The product is COC1=CC(=C(C=C1OC)C=1OC2=C(N1)C(=CC=C2)CNCC2=NC=CC=C2)OCOC (2-(4,5-dimethoxy-2-methoxymethoxyphenyl)-4-(2-pyridylmethyl)aminomethyl benzoxazole). The yield is 17.1%. Reaction SMILES: Br[CH2:2][C:3]1[C:8]2[N:9]=[C:10]([C:12]3[CH:17]=[C:16]([O:18][CH3:19])[C:15]([O:20][CH3:21])=[CH:14][C:13]=3[O:22][CH2:23][O:24][CH3:25])[O:11][C:7]=2[CH:6]=[CH:5][CH:4]=1.[NH2:26][CH2:27][C:28]1[CH:33]=[CH:32][CH:31]=[CH:30][N:29]=1.C([O-])([O-])=O.[Na+].[Na+]>CC#N>[CH3:21][O:20][C:15]1[C:16]([O:18][CH3:19])=[CH:17][C:12]([C:10]2[O:11][C:7]3[CH:6]=[CH:5][CH:4]=[C:3]([CH2:2][NH:26][CH2:27][C:28]4[CH:33]=[CH:32][CH:31]=[CH:30][N:29]=4)[C:8]=3[N:9]=2)=[C:13]([O:22][CH2:23][O:24][CH3:25])[CH:14]=1 |f:2.3.4|. Procedure: A mixture of 6 (612 mg, 1.5 mmol), 2-(aminomethyl)pyridine (1.08 g, 10 mmol), and Na2CO3 (excess) in CH3CN (30 mL) was stirred overnight at room temperature. Insoluble material was removed by filtration and the filtrate was concentrated in vacuo. Water (20 mL) was added to the residue, which was extracted with ethyl acetate (20 mL) three times. The combined organic layer was washed with brine and water, dried over MgSO4, and evaporated. The resulting oily material was purified by silica gel colu...